This data is from the Open Reaction Database (ORD), a public repository of structured organic reaction records. The task is: describe an organic reaction: reactants, conditions, products, and yield Starting materials: N(N)C1=NC2=C(N1)C=CC(=C2)C (2-hydrazino-5-methyl-1H-benzimidazole), C(C)(=O)C(C(=O)OCC)CC1=CC2=CC=CC=C2C=C1 (ethyl 2-acetyl-3-(2-naphthyl)propanoate). Yields the product CC1=NN(C(=C1CC1=CC2=CC=CC=C2C=C1)O)C1=NC2=C(N1)C=CC(=C2)C (3-methyl-1-(5-methyl-1H-benzimidazol-2-yl)-4-(2-naphthylmethyl)-1H-pyrazol-5-ol). Reaction SMILES: [NH:1]([C:3]1[NH:7][C:6]2[CH:8]=[CH:9][C:10]([CH3:12])=[CH:11][C:5]=2[N:4]=1)[NH2:2].[C:13]([CH:16]([CH2:22][C:23]1[CH:32]=[CH:31][C:30]2[C:25](=[CH:26][CH:27]=[CH:28][CH:29]=2)[CH:24]=1)[C:17](OCC)=[O:18])(=O)[CH3:14]>>[CH3:14][C:13]1[C:16]([CH2:22][C:23]2[CH:32]=[CH:31][C:30]3[C:25](=[CH:26][CH:27]=[CH:28][CH:29]=3)[CH:24]=2)=[C:17]([OH:18])[N:1]([C:3]2[NH:7][C:6]3[CH:8]=[CH:9][C:10]([CH3:12])=[CH:11][C:5]=3[N:4]=2)[N:2]=1. Procedure: Using 2-hydrazino-5-methyl-1H-benzimidazole (4) obtained in Example 1, step 3 and ethyl 2-acetyl-3-(2-naphthyl)propanoate (39), and by a method similar to that in Example 1, step 4, 3-methyl-1-(5-methyl-1H-benzimidazol-2-yl)-4-(2-naphthylmethyl)-1H-pyrazol-5-ol (40) was obtained. The reactants are ClC1=CC(=C(C=C1)C1=NNC(=C1)OC(F)F)F (3-(4-chloro-2-fluorophenyl)-5-difluoromethoxy-1H-pyrazole), S(=O)(=O)(OC)OC (dimethyl sulfate), [NH4+].[Cl-] (NH4Cl). The solvent is C1(=CC=CC=C1)C (toluene). Reaction conditions: time 1 hour. Product: ClC1=CC(=C(C=C1)C1=NN(C(=C1)OC(F)F)C)F (3-(4-chloro-2-fluorophenyl)-5-difluoromethoxy-1-methyl-1H-pyrazole). Yield: 92.5%. As a reaction SMILES: [Cl:1][C:2]1[CH:7]=[CH:6][C:5]([C:8]2[CH:12]=[C:11]([O:13][CH:14]([F:16])[F:15])[NH:10][N:9]=2)=[C:4]([F:17])[CH:3]=1.S(OC)(O[CH3:22])(=O)=O.[NH4+].[Cl-]>C1(C)C=CC=CC=1>[Cl:1][C:2]1[CH:7]=[CH:6][C:5]([C:8]2[CH:12]=[C:11]([O:13][CH:14]([F:16])[F:15])[N:10]([CH3:22])[N:9]=2)=[C:4]([F:17])[CH:3]=1 |f:2.3|. Procedure details: 11.6 g of the 3-(4-chloro-2-fluorophenyl)-5-difluoromethoxy-1H-pyrazole (purity 86%) obtained in step 1.2 were initially charged in 100 ml of toluene. 6.2 g of dimethyl sulfate were added dropwise, and the mixture was heated at reflux for 3 h. After cooling, 25 ml of saturated aqueous NH4Cl solution were added, the mixture was stirred for 1 h and the organic phase was separated off and washed with water until neutral. Drying over Na2SO4 and concentration gave 11.3 g of 3-(4-chloro-2-fluorophenyl... Reaction SMILES: [Br:13][CH2:14][CH2:15][CH2:16][Br:17].[CH3:21][N:22]([CH3:23])[CH:24]=[O:25].[CH3:26][CH2:27][O:28][C:29](=[O:30])[CH3:31].[H-:18].[Na+:19].[OH2:20].[c:1]1(-[n:7]2[c:8](=[O:12])[nH:9][n:10][cH:11]2)[cH:2][cH:3][cH:4][cH:5][cH:6]1>>[c:1]1(-[n:7]2[c:8](=[O:12])[n:9]([CH2:16][CH2:15][CH2:14][Br:13])[n:10][cH:11]2)[cH:2][cH:3][cH:4][cH:5][cH:6]1. The product is O=c1n(-c2ccccc2)cnn1CCCBr. Starting materials: BrCCCBr, CN(C)C=O, CCOC(C)=O, [H-], [Na+], O, O=c1[nH]ncn1-c1ccccc1.